From a dataset of the Open Reaction Database (ORD), a public repository of structured organic reaction records. describe an organic reaction: reactants, conditions, products, and yield Reactants: [Si](C)(C)(C(C)(C)C)O[C@@H]1[C@](CN(C1)C(=O)OC(C)(C)C)(CC=C)OC (tert-butyl (3R,4S)-4-(tert-butyldimethylsilyl)oxy-3-methoxy-3-(prop-2-en-1-yl)pyrrolidine-1-carboxylate), O=[O+][O-] (ozone). Run in C(Cl)Cl (CH2Cl2). Reaction conditions: temperature 23 celsius, time 15 minute. The product is [Si](C)(C)(C(C)(C)C)O[C@@H]1[C@@](CN(C1)C(=O)OC(C)(C)C)(OC)CCO (tert-butyl (3R,4S)-4-(tert-butyldimethylsilyl)oxy-3-(2-hydroxyethyl)-3-methoxypyrrolidine-1-carboxylate). Reaction SMILES: [Si:1]([O:8][C@H:9]1[CH2:13][N:12]([C:14]([O:16][C:17]([CH3:20])([CH3:19])[CH3:18])=[O:15])[CH2:11][C@:10]1([O:24][CH3:25])[CH2:21][CH:22]=C)([C:4]([CH3:7])([CH3:6])[CH3:5])([CH3:3])[CH3:2].[O:26]=[O+][O-]>C(Cl)Cl>[Si:1]([O:8][C@H:9]1[CH2:13][N:12]([C:14]([O:16][C:17]([CH3:19])([CH3:18])[CH3:20])=[O:15])[CH2:11][C@@:10]1([CH2:21][CH2:22][OH:26])[O:24][CH3:25])([C:4]([CH3:7])([CH3:5])[CH3:6])([CH3:2])[CH3:3]. Procedure details: A solution of tert-butyl (3R,4S)-4-(tert-butyldimethylsilyl)oxy-3-methoxy-3-(prop-2-en-1-yl)pyrrolidine-1-carboxylate (230 mg) in CH2Cl2 (10 mL) was cooled to −78° C. and treated with a stream of ozone until a blue color persisted. A stream of nitrogen was passed through the solution for 15 minutes to remove excess ozone from solution. The solution was then treated with dimethylsulfide (0.2 mL) and allowed to warm to 23° C. over 30 min. Volatile components of the reaction mixture were removed in...